From a dataset of the Open Reaction Database (ORD), a public repository of structured organic reaction records. describe an organic reaction: reactants, conditions, products, and yield Starting materials: CCNCC, ClCCl, CCCCCCCCC=CCCCCCCCC(=O)O, O=C(Cl)C(=O)Cl, O. The product is CCCCCCCCC=CCCCCCCCC(=O)N(CC)CC. Reaction SMILES: [CH2:30]([CH3:31])[NH:32][CH2:33][CH3:34].[CH2:7]([Cl:8])[Cl:9].[CH3:10][CH2:11][CH2:12][CH2:13][CH2:14][CH2:15][CH2:16][CH2:17][CH:18]=[CH:19][CH2:20][CH2:21][CH2:22][CH2:23][CH2:24][CH2:25][CH2:26][C:27]([OH:28])=[O:29].[Cl:1][C:2]([C:3]([Cl:4])=[O:5])=[O:6].[OH2:35]>>[CH3:10][CH2:11][CH2:12][CH2:13][CH2:14][CH2:15][CH2:16][CH2:17][CH:18]=[CH:19][CH2:20][CH2:21][CH2:22][CH2:23][CH2:24][CH2:25][CH2:26][C:27](=[O:29])[N:32]([CH2:30][CH3:31])[CH2:33][CH3:34]. The reactants are CC(C)(C)OC(=O)n1ccc2cc(I)ccc21, CC(C)[Si]([S-])(C(C)C)C(C)C, [K+], C1CCOC1. Yields the product CC(C)[Si](Sc1ccc2c(ccn2C(=O)OC(C)(C)C)c1)(C(C)C)C(C)C. RXN SMILES: [C:1]([CH3:2])([CH3:3])([CH3:4])[O:5][C:6](=[O:7])[n:8]1[cH:9][cH:10][c:11]2[cH:12][c:13]([I:17])[cH:14][cH:15][c:16]12.[CH:18]([CH3:19])([CH3:20])[Si:21]([S-:22])([CH:23]([CH3:24])[CH3:25])[CH:26]([CH3:27])[CH3:28].[K+:29].[O:30]1[CH2:31][CH2:32][CH2:33][CH2:34]1>>[C:1]([CH3:2])([CH3:3])([CH3:4])[O:5][C:6](=[O:7])[n:8]1[cH:9][cH:10][c:11]2[cH:12][c:13]([S:22][Si:21]([CH:18]([CH3:19])[CH3:20])([CH:23]([CH3:24])[CH3:25])[CH:26]([CH3:27])[CH3:28])[cH:14][cH:15][c:16]12.